This data is from the Open Reaction Database (ORD), a public repository of structured organic reaction records. The task is: describe an organic reaction: reactants, conditions, products, and yield Starting materials: C([O-])(O)=O.[Na+] (sodium bicarbonate), NC=1NC2=CC(=CC=C2C1C#N)[N+](=O)[O-] (2-amino-6-nitro-1H-indole-3-carbonitrile), COC1OC(CC1)OC (2,5-dimethoxytetrahydrofuran), C(=O)=O (CO2). The solvent is O (water), C(C)(=O)O (acetic acid). Product: [N+](=O)([O-])C1=CC=C2C(=C(NC2=C1)N1C=CC=C1)C#N (6-nitro-2-pyrrol-1-yl-1H-indole-3-carbonitrile), compound 5. RXN SMILES: [NH2:1][C:2]1[NH:3][C:4]2[C:9]([C:10]=1[C:11]#[N:12])=[CH:8][CH:7]=[C:6]([N+:13]([O-:15])=[O:14])[CH:5]=2.CO[CH:18]1[CH2:22][CH2:21][CH:20](OC)O1.C(=O)(O)[O-].[Na+].C(=O)=O>C(O)(=O)C.O>[N+:13]([C:6]1[CH:5]=[C:4]2[C:9]([C:10]([C:11]#[N:12])=[C:2]([N:1]3[CH:18]=[CH:22][CH:21]=[CH:20]3)[NH:3]2)=[CH:8][CH:7]=1)([O-:15])=[O:14] |f:2.3|. Reported procedure: A solution of 2-amino-6-nitro-1H-indole-3-carbonitrile (362 mg, 1.79 mmol) in acetic acid (5 mL) is treated with 2,5-dimethoxytetrahydrofuran (0.30 mL, 2.27 mmol), and the solution is heated to reflux for 14 h. After cooling to ambient temperature, the solution is poured into water (100 mL), and solid sodium bicarbonate is added until CO2 evolution ceased. The mixture is extracted with EtOAc (2×100 mL), and the extracts are washed with saturated brine, combined, dried over MgSO4, filtered and co... Starting materials: P(=O)(OCC=C)(OCC=C)OCC1=COC=C1C=O (Diallyl (4-formyl-3-furyl)methyl phosphate), CC(C)=CC (2-methyl-2-butene), C(C)(C)(C)O (tert-butyl alcohol), Cl(=O)[O-].[Na+] (sodium chlorite), O.O.P(=O)(O)(O)[O-].[Na+] (sodium dihydrogen phosphate dihydrate). Run in O (water). The product is C(C=C)OP(=O)(OCC=C)OCC=1C=C(OC1)C(=O)O (4-[[Bis(allyloxy) phosphoryl]oxymethyl]furoic acid). Yield: 72.0%. As a reaction SMILES: [P:1]([O:11][CH2:12][C:13]1[C:17](C=O)=[CH:16][O:15][CH:14]=1)([O:7][CH2:8][CH:9]=[CH2:10])([O:3][CH2:4][CH:5]=[CH2:6])=[O:2].CC(=CC)C.Cl([O-])=O.[Na+].[OH2:29].O.P([O-])(O)(O)=O.[Na+].[C:37]([OH:41])(C)(C)C>O>[CH2:8]([O:7][P:1]([O:11][CH2:12][C:13]1[CH:17]=[C:16]([C:37]([OH:41])=[O:29])[O:15][CH:14]=1)([O:3][CH2:4][CH:5]=[CH2:6])=[O:2])[CH:9]=[CH2:10] |f:2.3,4.5.6.7|. Reported procedure: Diallyl (4-formyl-3-furyl)methyl phosphate (97 mg, 0.34 mmol) obtained from Example 35-(4) and 2-methyl-2-butene (1.18 g, 19.9 mmol) were dissolved in tert-butyl alcohol (2.70 ml), and then a solution of sodium chlorite (122 mg, 1.35 mmol) and sodium dihydrogen phosphate dihydrate (1.034 g, 6.76 mmol) dissolved in water (1.2 ml) was added thereto with stirring in an ice bath. The mixture was stirred for 2 hours while warming spontaneously to room temperature, and partitioned between ethyl acetat... Starting materials: [Al+3], CCOC(=O)c1ccc(COCOC)nc1, CC(=O)[O-], [H-], [H-], [H-], [H-], [Li+], [NH4+], [Na+], C1CCOC1, [OH-], O. The product is COCOCc1ccc(CO)cn1. Reaction SMILES: [Al+3:18].[CH3:1][O:2][CH2:3][O:4][CH2:5][c:6]1[n:7][cH:8][c:9]([C:10](=[O:11])[O:12][CH2:13][CH3:14])[cH:15][cH:16]1.[CH3:26][C:27](=[O:28])[O-:29].[H-:17].[H-:20].[H-:21].[H-:22].[Li+:19].[NH4+:25].[Na+:24].[O:30]1[CH2:31][CH2:32][CH2:33][CH2:34]1.[OH-:23].[OH2:35]>>[CH3:1][O:2][CH2:3][O:4][CH2:5][c:6]1[n:7][cH:8][c:9]([CH2:10][OH:11])[cH:15][cH:16]1. Starting materials: BrCCCCCCCO (7-bromo-1-heptanol), C[O-].[Na+] (sodiummethoxide), solution. Run in CO (methanol), CO (methanol). Reaction conditions: temperature 90 celsius, time 7 hour. Product: COCCCCCCCO (7-methoxy-1-heptanol). As a reaction SMILES: Br[CH2:2][CH2:3][CH2:4][CH2:5][CH2:6][CH2:7][CH2:8][OH:9].[CH3:10][O-:11].[Na+]>CO>[CH3:10][O:11][CH2:2][CH2:3][CH2:4][CH2:5][CH2:6][CH2:7][CH2:8][OH:9] |f:1.2|. Procedure: A mixture of 7-bromo-1-heptanol (25 g) and sodiummethoxide, 28% solution in methanol (37 ml) in methanol (250 ml) was stirred for 7 hours at 90° C. After being cooled to room temperature, the solvent was evaporated in vacuo. The residue was purified by column chromatography on silica gel eluting with a mixture of dichloromethane and methanol (100:1→25:1). The eluted fractions containing the desired product were collected and evaporated in vacuo to give 7-methoxy-1-heptanol (18.2 g). Starting materials: ClC(C)OCC (1-chloro-1-ethoxyethane), CC=1NC(=C(C(C1C(=O)OCC)C1=CC(=CC=C1)[N+](=O)[O-])C(=O)OCC)C (diethyl 2,6-dimethyl-4-(3-nitrophenyl)-1,4-dihydropyridine 3,5-dicarboxylate), solution, oil, [H-].[Na+] (sodium hydride). The solvent is O1CCCC1 (tetrahydrofuran). Reaction conditions: temperature -40 celsius, time 30 minute. The product is C(C)OC(C)N1C(=C(C(C(=C1C)C(=O)OCC)C1=CC(=CC=C1)[N+](=O)[O-])C(=O)OCC)C (diethyl N-(1-ethoxyethyl)-2,6-dimethyl-4-(3-nitrophenyl)-1,4-dihydropyridine-3,5-dicarboxylate). As a reaction SMILES: [CH3:1][C:2]1[NH:3][C:4]([CH3:27])=[C:5]([C:22]([O:24][CH2:25][CH3:26])=[O:23])[CH:6]([C:13]2[CH:18]=[CH:17][CH:16]=[C:15]([N+:19]([O-:21])=[O:20])[CH:14]=2)[C:7]=1[C:8]([O:10][CH2:11][CH3:12])=[O:9].[H-].[Na+].Cl[CH:31]([O:33][CH2:34][CH3:35])[CH3:32]>O1CCCC1>[CH2:31]([O:33][CH:34]([N:3]1[C:4]([CH3:27])=[C:5]([C:22]([O:24][CH2:25][CH3:26])=[O:23])[CH:6]([C:13]2[CH:18]=[CH:17][CH:16]=[C:15]([N+:19]([O-:21])=[O:20])[CH:14]=2)[C:7]([C:8]([O:10][CH2:11][CH3:12])=[O:9])=[C:2]1[CH3:1])[CH3:35])[CH3:32] |f:1.2|. Procedure: In 50 ml. of anhydrous tetrahydrofuran was dissolved 5 g. of diethyl 2,6-dimethyl-4-(3-nitrophenyl)-1,4-dihydropyridine 3,5-dicarboxylate in a nitrogen gas stream and after adding to the solution 1 g. of a 50% oil dispersion of sodium hydride, the mixture was maintained at room temperature for 10 minutes. Then, 3 ml. of 1-chloro-1-ethoxyethane was added to the mixture under cooling to -40° C. and after removing the cooling bath, the resultant mixture was stirred for 30 minutes. After the reactio... Run at temperature 125 celsius, time 2 hour. Isolated yield 80.0%. The product is [NH4+].C(C)(=O)NC=1C=NC=C(C(=O)[O-])C1 (5-acetamidonicotinic acid, ammonium salt). Reaction SMILES: [NH2:1][C:2]1[CH:3]=[N:4][CH:5]=[C:6]([CH:10]=1)[C:7]([OH:9])=[O:8].[CH3:11][C:12](OC(C)=O)=[O:13].C(C(O)=O)(F)(F)F>>[NH4+:1].[C:12]([NH:1][C:2]1[CH:3]=[N:4][CH:5]=[C:6]([CH:10]=1)[C:7]([O-:9])=[O:8])(=[O:13])[CH3:11] |f:3.4|. Procedure: A mixture of 4 g (28.96 mmol) of 5-aminonicotinic acid, 35 ml Ac2O, and 2 ml CF3CO2H in a stainless steel bomb was heated 22 hr at 125° C. (oil bath temperature). The reaction mixture was evaporated to dryness at 55° C./20 mm pressure and 55° C./1 mm pressure. The gummy residues were mixed with methanol and again evaporated to dryness. The residues were mixed with 50 ml concentrated NH4OH, allowed to stand about 2 hr at room temperature, and evaporated to dryness at 60° C. under reduced pressure... Starting materials: NC=1C=NC=C(C(=O)O)C1 (5-aminonicotinic acid), CC(=O)OC(=O)C (Ac2O), C(F)(F)(F)C(=O)O (CF3CO2H), stainless steel.